From a dataset of the Open Reaction Database (ORD), a public repository of structured organic reaction records. describe an organic reaction: reactants, conditions, products, and yield The reactants are CN1CCCC1=O, C=Cc1ccc(NC(C)C)nc1, CN1CCc2[nH]c3ccc(Cl)cc3c2C1, [K+], [OH-]. Product: CC(C)Nc1ccc(CCn2c3c(c4cc(Cl)ccc42)CN(C)CC3)cn1. RXN SMILES: [CH3:30][N:31]1[CH2:32][CH2:33][CH2:34][C:35]1=[O:36].[CH:16]([CH3:17])([CH3:18])[NH:19][c:20]1[n:21][cH:22][c:23]([CH:26]=[CH2:27])[cH:24][cH:25]1.[Cl:1][c:2]1[cH:3][c:4]2[c:5]3[c:6]([nH:7][c:8]2[cH:9][cH:10]1)[CH2:11][CH2:12][N:13]([CH3:15])[CH2:14]3.[K+:29].[OH-:28]>>[Cl:1][c:2]1[cH:3][c:4]2[c:5]3[c:6]([n:7]([CH2:27][CH2:26][c:23]4[cH:22][n:21][c:20]([NH:19][CH:16]([CH3:17])[CH3:18])[cH:25][cH:24]4)[c:8]2[cH:9][cH:10]1)[CH2:11][CH2:12][N:13]([CH3:15])[CH2:14]3. The reactants are FC1=C(C(=C(C=C1OC)OC)F)C1=CC=C(C=2N=CC=NC12)C(=O)O (8-(2,6-difluoro-3,5-dimethoxy-phenyl)-quinoxaline-5-carboxylic acid), NC1=NC=CC=C1 (2-aminopyridine). Reaction conditions: time 72 hour. Yields the product N1=C(C=CC=C1)NC(=O)C=1C=2N=CC=NC2C(=CC1)C1=C(C(=CC(=C1F)OC)OC)F (8-(2,6-Difluoro-3,5-dimethoxy-phenyl)-quinoxaline-5-carboxylic acid pyridin-2-ylamide). As a reaction SMILES: [F:1][C:2]1[C:7]([O:8][CH3:9])=[CH:6][C:5]([O:10][CH3:11])=[C:4]([F:12])[C:3]=1[C:13]1[C:22]2[N:21]=[CH:20][CH:19]=[N:18][C:17]=2[C:16]([C:23](O)=[O:24])=[CH:15][CH:14]=1.[NH2:26][C:27]1[CH:32]=[CH:31][CH:30]=[CH:29][N:28]=1>>[N:28]1[CH:29]=[CH:30][CH:31]=[CH:32][C:27]=1[NH:26][C:23]([C:16]1[C:17]2[N:18]=[CH:19][CH:20]=[N:21][C:22]=2[C:13]([C:3]2[C:2]([F:1])=[C:7]([O:8][CH3:9])[CH:6]=[C:5]([O:10][CH3:11])[C:4]=2[F:12])=[CH:14][CH:15]=1)=[O:24]. Reported procedure: The title compound was prepared in analogy to the procedure described in Step 14.1 but using 8-(2,6-difluoro-3,5-dimethoxy-phenyl)-quinoxaline-5-carboxylic acid (Step 88.1), 2-aminopyridine, and stirring the reaction mixture for 72 h at rt. The crude product was purified by silica gel column chromatography (DCM/MeOH/NH3aq, 96:3:1), followed by trituration in Et2O, a second silica gel column chromatography (Hex/EtOAc, 1:4) and an additional trituration in Et2O. Title compound: ESI-MS: 423.1 [M+H]... Reactants: NC1=C(C=CC(=C1)C)SC1=CC=C(C=C1)O (4-(2-Amino-4-methyl-phenylsulfanyl)-phenol), NC1=C(C=CC(=C1)C)SC1=CC=C(C=C1)NC(C)=O (N-[4-(2-Amino-4-methyl-phenylsulfanyl)-phenyl]-acetamide), C(#N)C=1C(=NC(=CC1)C1CC1)N=CN(C)C (N′-(3-Cyano-6-cyclopropyl-pyridin-2-yl)-N,N-dimethyl-formamidine), C(#N)C=1C(=NC(=CC1)C1CC1)N=CN(C)C (N′-(3-Cyano-6-cyclopropyl-pyridin-2-yl)-N,N-dimethyl-formamidine), NC1=C(C=CC(=C1)C)SC1=CC=C(C=C1)NC(C)=O (N-[4-(2-Amino-4-methyl-phenylsulfanyl)-phenyl]-acetamide), C(#N)C=1C(=NC(=CC1)C)N=CN(C)C (N′-(3-Cyano-6-methyl-pyridin-2-yl)-N,N-dimethyl-formamidine). The product is C1(CC1)C=1C=CC2=C(N=CN=C2NC2=C(C=CC(=C2)C)SC2=CC=C(C=C2)NC(C)=O)N1 (N-{4-[2-(7-Cyclopropyl-pyrido[2,3-d]pyrimidin-4-ylamino)-4-methyl-phenylsulfanyl]-phenyl}-acetamide). RXN SMILES: [NH2:1][C:2]1[CH:7]=[C:6]([CH3:8])[CH:5]=[CH:4][C:3]=1[S:9][C:10]1[CH:15]=[CH:14][C:13]([NH:16][C:17](=[O:19])[CH3:18])=[CH:12][CH:11]=1.C([C:22]1[C:23]([N:31]=[CH:32][N:33]([CH3:35])C)=[N:24][C:25]([CH:28]2[CH2:30][CH2:29]2)=[CH:26][CH:27]=1)#N.NC1C=C(C)C=CC=1SC1C=CC(O)=CC=1.C(C1C(N=CN(C)C)=NC(C)=CC=1)#N>>[CH:28]1([C:25]2[CH:26]=[CH:27][C:22]3[C:35]([NH:1][C:2]4[CH:7]=[C:6]([CH3:8])[CH:5]=[CH:4][C:3]=4[S:9][C:10]4[CH:15]=[CH:14][C:13]([NH:16][C:17](=[O:19])[CH3:18])=[CH:12][CH:11]=4)=[N:33][CH:32]=[N:31][C:23]=3[N:24]=2)[CH2:29][CH2:30]1. Procedure details: The product from Example 7b was reacted with the product from Example 119A using the procedure from Example 102 substituting the product from Example 7b for the product from Example 6c and substituting the product from Example 119A for the product from Example 10B to provide the crude residue which was purified by trituration with methanol to provide the title compound. 1H NMR (300 MHz, DMSO-D6) δ ppm: 1.13 (d, J=6.25 Hz, 4H), 2.02 (s, 3H), 2.22-2.38 (m, 1H), 2.31 (s, 3H), 7.07 (s, 2H), 7.20 (d,... The reactants are N#CC(=CC(=O)Cl)c1cccs1, [N-]=[N+]=[N-], [Na+], C1COCCO1, O. Yields the product N#CC(=CC(=O)N=[N+]=[N-])c1cccs1. RXN SMILES: [C:6](#[N:7])[C:8](=[CH:9][C:10](=[O:11])[Cl:12])[c:13]1[s:14][cH:15][cH:16][cH:17]1.[N-:1]=[N+:2]=[N-:3].[Na+:4].[O:18]1[CH2:19][CH2:20][O:21][CH2:22][CH2:23]1.[OH2:5]>>[N:1](=[N+:2]=[N-:3])[C:10]([CH:9]=[C:8]([C:6]#[N:7])[c:13]1[s:14][cH:15][cH:16][cH:17]1)=[O:11]. Starting materials: NC1=CC=CC=C1 (aniline), CC(=O)C (acetone). The product is C(C)(C)NC1=CC=CC=C1 (N-Isopropylaniline). RXN SMILES: [NH2:1][C:2]1[CH:7]=[CH:6][CH:5]=[CH:4][CH:3]=1.[CH3:8][C:9]([CH3:11])=O>>[CH:9]([NH:1][C:2]1[CH:7]=[CH:6][CH:5]=[CH:4][CH:3]=1)([CH3:11])[CH3:8]. Reported procedure: N-Isopropylaniline [NMR (200 MHz, DMSO-d6): δ1.13 (d, J=6.3 Hz, 6H); 3.58 (m, 1H); 5.30 (d, J=8.0 Hz, 1H); 6.49 (t, J=7.2 Hz, 1H); 6.55 (d, J=7.8 Hz, 2H); 7.06 (t, J=7.6 Hz, 2H)] was prepared from aniline and acetone via reductive amination using the general method described by Schellenberg (Schellenberg, K. A. J.Org.Chem. 1963, 28, 3259).